From a dataset of the Open Reaction Database (ORD), a public repository of structured organic reaction records. describe an organic reaction: reactants, conditions, products, and yield The reactants are F[C@]12S(C(C(=N[C@@]1(C1=C(OCC2)C=CC(=C1)[N+](=O)[O-])C)N(C(OC(C)(C)C)=O)C(=O)OC(C)(C)C)(C)C)(=O)=O (tert-butyl N-[(4aR,11bR)-4a-fluoro-3,3,11b-trimethyl-10-nitro-4,4-dioxo-5,6-dihydro-[1]benzoxepino[4,5-b][1,4]thiazin-2-yl]-N-tert-butoxycarbonyl-carbamate). Solvent: C1CCOC1 (THF). Reaction conditions: time 16 hour. Yields the product NC=1C=CC2=C(C1)[C@@]1([C@](S(C(C(=N1)N(C(OC(C)(C)C)=O)C(=O)OC(C)(C)C)(C)C)(=O)=O)(CCO2)F)C (tert-Butyl N-[(4aR,11bR)-10-amino-4a-fluoro-3,3,11b-trimethyl-4,4-dioxo-5,6-dihydro-[1]-benzoxepino[4,5-b][1,4]thiazin-2-yl]-N-tert-butoxycarbonyl-carbamate). Isolated yield 99.2%. Reaction SMILES: [F:1][C@@:2]12[CH2:12][CH2:11][O:10][C:9]3[CH:13]=[CH:14][C:15]([N+:17]([O-])=O)=[CH:16][C:8]=3[C@@:7]1([CH3:20])[N:6]=[C:5]([N:21]([C:29]([O:31][C:32]([CH3:35])([CH3:34])[CH3:33])=[O:30])[C:22](=[O:28])[O:23][C:24]([CH3:27])([CH3:26])[CH3:25])[C:4]([CH3:37])([CH3:36])[S:3]2(=[O:39])=[O:38]>C1COCC1>[NH2:17][C:15]1[CH:14]=[CH:13][C:9]2[O:10][CH2:11][CH2:12][C@@:2]3([F:1])[S:3](=[O:39])(=[O:38])[C:4]([CH3:37])([CH3:36])[C:5]([N:21]([C:29]([O:31][C:32]([CH3:34])([CH3:35])[CH3:33])=[O:30])[C:22](=[O:28])[O:23][C:24]([CH3:25])([CH3:26])[CH3:27])=[N:6][C@:7]3([CH3:20])[C:8]=2[CH:16]=1. Reported procedure: A mixture of tert-butyl N-[(4aR,11bR)-4a-fluoro-3,3,11b-trimethyl-10-nitro-4,4-dioxo-5,6-dihydro-[1]benzoxepino[4,5-b][1,4]thiazin-2-yl]-N-tert-butoxycarbonyl-carbamate (490 mg, 0.857 mmol) and pd/c (274 mg, 0.257 mmol) in THF (5.7 mL) was stirred under hydrogen atmosphere for 16 hours. The mixture was passed through a celite cake and rinsed with ethyl acetate and ethanol. The filtrate was concentrated in vacuo to afford the title compound (460 mg, 0.850 mmol, 99% yield) as a white foam. MS m/z=... Reactants: BrCC(=O)OCC1=CC=CC=C1 (Benzyl bromoacetate), C(=O)([O-])[O-].[K+].[K+] (K2CO3), C(C)(C)(C)OC(=O)N1[C@@H](CN[C@H](C1)CN1[C@@H](COCC1)C)C ((2R,5S)-2-methyl-5-((R)-3-methyl-morpholin-4-ylmethyl)-piperazine-1-carboxylic acid tert-butyl ester). Solvent: C(C)#N (acetonitrile). Run at time 18 hour. Yields the product C(C)(C)(C)OC(=O)N1[C@@H](CN([C@H](C1)CN1[C@@H](COCC1)C)CC(=O)OCC1=CC=CC=C1)C ((2R,5S)-4-Benzyloxycarbonylmethyl-2-methyl-5-((R)-3-methyl-morpholin-4-ylmethyl)-piperazine-1-carboxylic acid tert-butyl ester). The yield is 86.7%. As a reaction SMILES: Br[CH2:2][C:3]([O:5][CH2:6][C:7]1[CH:12]=[CH:11][CH:10]=[CH:9][CH:8]=1)=[O:4].C([O-])([O-])=O.[K+].[K+].[C:19]([O:23][C:24]([N:26]1[CH2:31][C@H:30]([CH2:32][N:33]2[CH2:38][CH2:37][O:36][CH2:35][C@H:34]2[CH3:39])[NH:29][CH2:28][C@H:27]1[CH3:40])=[O:25])([CH3:22])([CH3:21])[CH3:20]>C(#N)C>[C:19]([O:23][C:24]([N:26]1[CH2:31][C@H:30]([CH2:32][N:33]2[CH2:38][CH2:37][O:36][CH2:35][C@H:34]2[CH3:39])[N:29]([CH2:2][C:3]([O:5][CH2:6][C:7]2[CH:12]=[CH:11][CH:10]=[CH:9][CH:8]=2)=[O:4])[CH2:28][C@H:27]1[CH3:40])=[O:25])([CH3:22])([CH3:20])[CH3:21] |f:1.2.3|. Reported procedure: Benzyl bromoacetate (25.2 mL, 126 mmol) and K2CO3 (50 g, 389 mmol) were added to a solution of (2R,5S)-2-methyl-5-((R)-3-methyl-morpholin-4-ylmethyl)-piperazine-1-carboxylic acid tert-butyl ester (30.5 g, 97.4 mmol) in acetonitrile (300 mL) and the reaction was stirred at room temperature for 18 h. The solid was removed by filtration and the solvent was removed in vacuo. The crude material was purified by chromatography using a pad of silica eluting with EtOAc/Petrol (1/9 to 4/6) to give the tit... The product is OCCOC(C1=C(C=CC=C1)OC(C)=O)N1C(=O)NC(=O)C(=C1)F (1-[α-(2-hydroxyethoxy)-2-acetoxybenzyl]-5-fluorouracil). The solvent is ClCCl (dichloromethane), C[Si](C)(C)C1=C(C(N(C(N1)=O)[Si](C)(C)C)=O)F (bis(trimethylsilyl)-5-fluorouracil). Reactants: C(C)(=O)OC1=C(C=CC=C1)C1OCCO1 (2-(2-acetoxy-phenyl)-1,3-dioxolan), FC=1C(NC(NC1)=O)=O (5-fluorouracil). Procedure details: 2-Hydroxygenzaldehyde (10 g) was dissolved in acetic anhydride (30 ml) and pyridine (30 ml) followed by stirring at room temperature for 3 hours. The reaction mixture was poured into ice-water and the resulting precipitate was recovered by filtration. The precipitate was dissolved in chloroform (100 ml), washed with water, dried and evaporated to give 2-acetoxybenzaldehyde. To a solution of 2-acetoxy-benzaldehyde (13 g) and ethyleneglycol (10 ml) in benzene (80 ml) was added Amberlist 15 (Rohm a... RXN SMILES: [C:1]([O:4][C:5]1[CH:10]=[CH:9][CH:8]=[CH:7][C:6]=1[CH:11]1[O:15][CH2:14][CH2:13][O:12]1)(=[O:3])[CH3:2].[F:16][C:17]1[C:18](=[O:24])[NH:19][C:20](=[O:23])[NH:21][CH:22]=1>ClCCl.C[Si](C1NC(=O)N([Si](C)(C)C)C(=O)C=1F)(C)C>[OH:12][CH2:13][CH2:14][O:15][CH:11]([N:21]1[CH:22]=[C:17]([F:16])[C:18](=[O:24])[NH:19][C:20]1=[O:23])[C:6]1[CH:7]=[CH:8][CH:9]=[CH:10][C:5]=1[O:4][C:1](=[O:3])[CH3:2]. The yield is 16.1%.